This data is from the Open Reaction Database (ORD), a public repository of structured organic reaction records. The task is: describe an organic reaction: reactants, conditions, products, and yield The reactants are IC1=CC=C(C=N1)CO ((6-iodopyrid-3-yl)methanol). The reagents and catalysts are [O-2].[Mn+2] (manganese (II) oxide). Run in ClCCl (dichloromethane). Reaction conditions: time 22 hour. Yields the product IC1=CC=C(C=N1)C=O (6-iodopyridine-3-carbaldehyde). Yield: 73.9%. RXN SMILES: [I:1][C:2]1[N:7]=[CH:6][C:5]([CH2:8][OH:9])=[CH:4][CH:3]=1>ClCCl.[O-2].[Mn+2]>[I:1][C:2]1[N:7]=[CH:6][C:5]([CH:8]=[O:9])=[CH:4][CH:3]=1 |f:2.3|. Procedure: 86 g (987 mol) of manganese (II) oxide are added to a solution of 23.2 g (98.7 mmol) of (6-iodopyrid-3-yl)methanol in 800 mL of dichloromethane. The reaction mixture is stirred at room temperature for 22 hours. The reaction mixture is filtered through Celite and rinsed with dichloromethane. The filtrate is evaporated under vacuum to give 17 g (74%) of 6-iodopyridine-3-carbaldehyde in the form of a yellow solid. Starting materials: COc1ccccc1C(O)c1cccc(Br)n1, CC(=O)O. Product: COc1ccccc1C(=O)c1cccc(Br)n1. RXN SMILES: [Br:1][c:2]1[cH:3][cH:4][cH:5][c:6]([CH:8]([OH:9])[c:10]2[c:11]([O:16][CH3:17])[cH:12][cH:13][cH:14][cH:15]2)[n:7]1.[CH3:18][C:19](=[O:20])[OH:21]>>[Br:1][c:2]1[cH:3][cH:4][cH:5][c:6]([C:8](=[O:9])[c:10]2[c:11]([O:16][CH3:17])[cH:12][cH:13][cH:14][cH:15]2)[n:7]1. The reactants are C([O-])([O-])=O.[K+].[K+] (potassium carbonate), [I-].[K+] (potassium iodide), OC1=C(C=C(C=C1)CC#N)OC ([4-hydroxy-3-methoxy-phenyl]acetonitrile), BrCCCCCCCCCCCO (11-bromoundecan-1-ol). The solvent is O (water), CN(C=O)C (N,N-dimethylformamide). Reaction conditions: temperature 80 celsius, time 48 hour. The product is OCCCCCCCCCCCOC1=C(C=C(C=C1)CC#N)OC ({4-[(11-hydroxyundecyl)oxy]-3-methoxyphenyl}acetonitrile), solid. Yield: 74.0%. As a reaction SMILES: [OH:1][C:2]1[CH:7]=[CH:6][C:5]([CH2:8][C:9]#[N:10])=[CH:4][C:3]=1[O:11][CH3:12].Br[CH2:14][CH2:15][CH2:16][CH2:17][CH2:18][CH2:19][CH2:20][CH2:21][CH2:22][CH2:23][CH2:24][OH:25].C(=O)([O-])[O-].[K+].[K+].[I-].[K+]>CN(C)C=O.O>[OH:25][CH2:24][CH2:23][CH2:22][CH2:21][CH2:20][CH2:19][CH2:18][CH2:17][CH2:16][CH2:15][CH2:14][O:1][C:2]1[CH:7]=[CH:6][C:5]([CH2:8][C:9]#[N:10])=[CH:4][C:3]=1[O:11][CH3:12] |f:2.3.4,5.6|. Reported procedure: 11.0 g (67 mmol) of [4-hydroxy-3-methoxy-phenyl]acetonitrile and 20.4 g (81 mmol) of 11-bromoundecan-1-ol were dissolved in 100 mL of N,N-dimethylformamide. 18.7 g (135 mmol) of potassium carbonate and 2.2.0 g (13 mmol) of potassium iodide were added and the suspension was heated to 80° C. After 48 h, the reaction mixture was cooled to room temperature and poured to icy water. The aqueous layer is extracted twice with ethyl acetate. Combined organic layers are washed with brine and evaporated to... The reactants are C(C)(=O)O[C@H]1[C@@H](O[C@@H]([C@H]([C@@H]1OC(C)=O)OC(C)=O)COC(C)=O)OC1=NNC(=C1CC1=C(C=C(C=C1)OCCC(=O)O)C)C(C)C (3-(2,3,4,6-tetra-O-acetyl-β-D-gluco-pyranosyloxy)-4-{[4-(2-carboxyethoxy)-2-methylphenyl]-methyl}-5-isopropyl-1H-pyrazole), Cl.NC(C(=O)OCC1=CC=CC=C1)(C)C (benzyl 2-amino-2-methylpropionate hydrochloride), ON1N=NC2=C1C=CC=C2 (1-hydroxybenzotriazole), Cl.C(C)N=C=NCCCN(C)C (1-ethyl-3-(3-dimethylaminopropyl)carbodiimide hydrochloride). Procedure: To a solution of 3-(2,3,4,6-tetra-O-acetyl-β-D-gluco-pyranosyloxy)-4-{[4-(2-carboxyethoxy)-2-methylphenyl]-methyl}-5-isopropyl-1H-pyrazole (0.14 g) in N,N-dimethyl-formamide (3 mL) were added benzyl 2-amino-2-methylpropionate hydrochloride (57 mg), 1-hydroxybenzotriazole (31 mg), 1-ethyl-3-(3-dimethylaminopropyl)carbodiimide hydrochloride (60 mg) and triethylamine (0.087 mL), and the mixture was stirred at room temperature for 4 hours. The reaction mixture was poured into water, and the resultin... As a reaction SMILES: [C:1]([O:4][C@@H:5]1[C@@H:10]([O:11][C:12](=[O:14])[CH3:13])[C@H:9]([O:15][C:16](=[O:18])[CH3:17])[C@@H:8]([CH2:19][O:20][C:21](=[O:23])[CH3:22])[O:7][C@H:6]1[O:24][C:25]1[C:29]([CH2:30][C:31]2[CH:36]=[CH:35][C:34]([O:37][CH2:38][CH2:39][C:40](O)=[O:41])=[CH:33][C:32]=2[CH3:43])=[C:28]([CH:44]([CH3:46])[CH3:45])[NH:27][N:26]=1)(=[O:3])[CH3:2].Cl.[NH2:48][C:49]([CH3:61])([CH3:60])[C:50]([O:52][CH2:53][C:54]1[CH:59]=[CH:58][CH:57]=[CH:56][CH:55]=1)=[O:51].ON1C2C=CC=CC=2N=N1.Cl.C(N=C=NCCCN(C)C)C>CN(C)C=O.O.C(N(CC)CC)C>[C:1]([O:4][C@@H:5]1[C@@H:10]([O:11][C:12](=[O:14])[CH3:13])[C@H:9]([O:15][C:16](=[O:18])[CH3:17])[C@@H:8]([CH2:19][O:20][C:21](=[O:23])[CH3:22])[O:7][C@H:6]1[O:24][C:25]1[C:29]([CH2:30][C:31]2[CH:36]=[CH:35][C:34]([O:37][CH2:38][CH2:39][C:40](=[O:41])[NH:48][C:49]([C:50]([O:52][CH2:53][C:54]3[CH:59]=[CH:58][CH:57]=[CH:56][CH:55]=3)=[O:51])([CH3:61])[CH3:60])=[CH:33][C:32]=2[CH3:43])=[C:28]([CH:44]([CH3:46])[CH3:45])[NH:27][N:26]=1)(=[O:3])[CH3:2] |f:1.2,4.5|. The solvent is CN(C=O)C (N,N-dimethyl-formamide), C(C)N(CC)CC (triethylamine), O (water). Run at time 4 hour. The yield is 84.4%. Product: C(C)(=O)O[C@H]1[C@@H](O[C@@H]([C@H]([C@@H]1OC(C)=O)OC(C)=O)COC(C)=O)OC1=NNC(=C1CC1=C(C=C(C=C1)OCCC(NC(C)(C)C(=O)OCC1=CC=CC=C1)=O)C)C(C)C (3-(2,3,4,6-Tetra-O-acetyl-β-D-glucopyranosyloxy)-4-[(4-{2-[1-benzyloxycarbonyl-1-(methyl)ethylcarbamoyl]ethoxy}-2-methylphenyl)methyl]-5-isopropyl-1H-pyrazole). The reactants are ClC=1C=C2C(NC(C2=CC1)=O)(C)C (5-chloro-3,3-dimethyl-2,3-dihydro-isoindol-1-one), IC=1C=NC=C(C1)I (3,5-diiodo-pyridine), [C@H]1([C@H](CCCC1)N)N ((1S,2S)-cyclohexane-1,2-diamine), [O-]P(=O)([O-])[O-].[K+].[K+].[K+] (K3PO4). The reagents and catalysts are [Cu]I (CuI). Solvent: O1CCOCC1 (dioxane), O (H2O). Reaction conditions: temperature 110 celsius. Product: ClC=1C=C2C(N(C(C2=CC1)=O)C=1C=NC=C(C1)I)(C)C (5-Chloro-2-(5-iodo-pyridin-3-yl)-3,3-dimethyl-2,3-dihydro-isoindol-1-one). The yield is 62.1%. RXN SMILES: [Cl:1][C:2]1[CH:3]=[C:4]2[C:8](=[CH:9][CH:10]=1)[C:7](=[O:11])[NH:6][C:5]2([CH3:13])[CH3:12].[I:14][C:15]1[CH:16]=[N:17][CH:18]=[C:19](I)[CH:20]=1.[C@H]1(N)CCCC[C@@H]1N.[O-]P([O-])([O-])=O.[K+].[K+].[K+]>O1CCOCC1.[Cu]I.O>[Cl:1][C:2]1[CH:3]=[C:4]2[C:8](=[CH:9][CH:10]=1)[C:7](=[O:11])[N:6]([C:19]1[CH:18]=[N:17][CH:16]=[C:15]([I:14])[CH:20]=1)[C:5]2([CH3:13])[CH3:12] |f:3.4.5.6|. Reported procedure: A mixture of 5-chloro-3,3-dimethyl-2,3-dihydro-isoindol-1-one (intermediate A-12) (390 mg, 2 mmol), 3,5-diiodo-pyridine (662 mg, 2 mmol), CuI (38 mg, 0.2 mmol), (1S,2S)-cyclohexane-1,2-diamine (45 mg, 0.4 mmol) and K3PO4 (888 mg, 4 mmol) were dissolved in dioxane (10 mL). The reaction mixture was heated at 110° C. for 3 hours before it was poured into H2O (50 mL) and extracted with EtOAc (25 mL×2). The combined organic layers were washed with brine, dried over anhy. Na2SO4, filtered and concentr... Reactants: FC(=C1[C@]2(C)[C@@H](CC1)[C@@H]1[C@H](CC=3C=C(C=CC3[C@H]1CC2)OC2OCCCC2)C)F (17-difluoromethylene-7β-methyl-3-tetrahydropyranyloxy-estra-1,3,5(10)-triene), C(C(=O)O)(=O)O (oxalic acid). The solvent is CO (methanol), O (water). The product is FC(=C1[C@]2(C)[C@@H](CC1)[C@@H]1[C@H](CC=3C=C(C=CC3[C@H]1CC2)O)C)F (17-difluoromethylene-7β-methyl-estra-1,3,5(10)-trien-3-ol). Yield: 94.8%. RXN SMILES: [F:1][C:2]([F:29])=[C:3]1[CH2:8][CH2:7][C@H:6]2[C@H:9]3[C@H:18]([CH2:19][CH2:20][C@:4]12[CH3:5])[C:17]1[CH:16]=[CH:15][C:14]([O:21]C2CCCCO2)=[CH:13][C:12]=1[CH2:11][C@@H:10]3[CH3:28].C(O)(=O)C(O)=O>CO.O>[F:1][C:2]([F:29])=[C:3]1[CH2:8][CH2:7][C@H:6]2[C@H:9]3[C@H:18]([CH2:19][CH2:20][C@:4]12[CH3:5])[C:17]1[CH:16]=[CH:15][C:14]([OH:21])=[CH:13][C:12]=1[CH2:11][C@@H:10]3[CH3:28]. Procedure: A suspension of 1.2 g of 17-difluoromethylene-7β-methyl-3-tetrahydropyranyloxy-estra-1,3,5(10)-triene in 25 ml of methanol and 2.5 ml of water is refluxed with 1.2 g of oxalic acid for 1 hour at a bath temperature of 100° C. Then, it is concentrated by evaporation in a vacuum diluted with ethyl acetate, washed with water, sodium bicarbonate solution as well as with saturated sodium chloride solution, dried on sodium sulfate, concentrated by evaporation in a vacuum and chromatographed on silica g... The reactants are CCCC[SnH](CCCC)CCCC, Cc1ccccc1, CCOc1ccc(C(Cl)(COCc2cccc(Oc3ccccc3)c2)C(F)(F)F)cc1, O. The product is CCOc1ccc(C(COCc2cccc(Oc3ccccc3)c2)C(F)(F)F)cc1. Reaction SMILES: [CH2:32]([SnH:33]([CH2:34][CH2:35][CH2:36][CH3:37])[CH2:38][CH2:39][CH2:40][CH3:41])[CH2:42][CH2:43][CH3:44].[CH3:46][c:47]1[cH:48][cH:49][cH:50][cH:51][cH:52]1.[F:1][C:2]([C:3]([CH2:4][O:5][CH2:6][c:7]1[cH:8][c:9]([O:13][c:14]2[cH:15][cH:16][cH:17][cH:18][cH:19]2)[cH:10][cH:11][cH:12]1)([c:20]1[cH:21][cH:22][c:23]([O:26][CH2:27][CH3:28])[cH:24][cH:25]1)[Cl:29])([F:30])[F:31].[OH2:45]>>[F:1][C:2]([CH:3]([CH2:4][O:5][CH2:6][c:7]1[cH:8][c:9]([O:13][c:14]2[cH:15][cH:16][cH:17][cH:18][cH:19]2)[cH:10][cH:11][cH:12]1)[c:20]1[cH:21][cH:22][c:23]([O:26][CH2:27][CH3:28])[cH:24][cH:25]1)([F:30])[F:31]. Reactants: ice water, C(C)C1CC(C(O1)=O)F (5-ethyl-3-fluorodihydro-2(3H)-furanone), C1(=CC=CC=C1)C (toluene), CC(C)C[Al]CC(C)C (Dibal-H), Cl (hydrochloric acid). The solvent is O1CCCC1 (tetrahydrofuran). Reaction conditions: temperature -70 celsius, time 1 hour. The product is C(C)C1CC(C(O1)O)F (5-ethyl-3-fluorotetrahydro-2-furanol). Yield: 65.3%. RXN SMILES: [CH2:1]([CH:3]1[O:7][C:6](=[O:8])[CH:5]([F:9])[CH2:4]1)[CH3:2].C1(C)C=CC=CC=1.CC(C[Al]CC(C)C)C.Cl>O1CCCC1>[CH2:1]([CH:3]1[O:7][CH:6]([OH:8])[CH:5]([F:9])[CH2:4]1)[CH3:2] |^1:19|. Reported procedure: To a solution of 19.8 g (0.15 mol) of 5-ethyl-3-fluorodihydro-2(3H)-furanone dissolved in 500 ml of dry tetrahydrofuran was added at -70° C., 128 ml of a 1.4 M toluene solution of Dibal-H. The solution was stirred at -70° C. for one hour and then added cautiously to ice water. The resulting mixture was adjusted to pH~1 with 200 ml of 1 N hydrochloric acid and then extracted with methylene chloride. The solution was dried (MgSO4) and the solvent removed under reduced pressure to give 20 g of crud...